From a dataset of the Open Reaction Database (ORD), a public repository of structured organic reaction records. describe an organic reaction: reactants, conditions, products, and yield Starting materials: COC(COC1=C(C=C(C=C1)N1C(C2=CC=C(C=C2C=C1)OC[C@H]1OCCC1)=O)OC)OC (2-[4-(2,2-dimethoxyethoxy)-3-methoxyphenyl]-6-[(S)-1-(tetrahydrofuran-2-yl)methoxy]-2H-isoquinolin-1-one), C(=O)(C(F)(F)F)O.ClCCl.O (TFA dichloromethane water), water H+. Product: COC1=C(OCC=O)C=CC(=C1)N1C(C2=CC=C(C=C2C=C1)OC[C@H]1OCCC1)=O ((2-Methoxy-4-{1-oxo-6-[(S)-1-(tetrahydrofuran-2-yl)methoxy]-1H-isoquinolin-2-yl}phenoxy)acetaldehyde). As a reaction SMILES: C[O:2][CH:3](OC)[CH2:4][O:5][C:6]1[CH:11]=[CH:10][C:9]([N:12]2[CH:21]=[CH:20][C:19]3[C:14](=[CH:15][CH:16]=[C:17]([O:22][CH2:23][C@@H:24]4[CH2:28][CH2:27][CH2:26][O:25]4)[CH:18]=3)[C:13]2=[O:29])=[CH:8][C:7]=1[O:30][CH3:31].C(O)(C(F)(F)F)=O.ClCCl.O>>[CH3:31][O:30][C:7]1[CH:8]=[C:9]([N:12]2[CH:21]=[CH:20][C:19]3[C:14](=[CH:15][CH:16]=[C:17]([O:22][CH2:23][C@@H:24]4[CH2:28][CH2:27][CH2:26][O:25]4)[CH:18]=3)[C:13]2=[O:29])[CH:10]=[CH:11][C:6]=1[O:5][CH2:4][CH:3]=[O:2] |f:1.2.3|. Procedure details: A solution of 2-[4-(2,2-dimethoxyethoxy)-3-methoxyphenyl]-6-[(S)-1-(tetrahydrofuran-2-yl)methoxy]-2H-isoquinolin-1-one (94 mg) in 10:10:1 TFA/dichloromethane/water (2 mL) was stirred at room temperature for 2 h. The solvent was removed in vacuo. The product with the molecular weight of 409.44 (C23H23NO6) was obtained in this way; MS (ESI): 428 (M+water+H+). Reactants: crude material, Br.COC([C@@H](N)C(C(=O)OC)CC)=O (Dimethyl-3-ethyl-aspartate hydrobromide), S (hydrogen sulfide). Reagents/catalysts: [OH-].[Cu+2].C([O-])([O-])=O.[Cu+2] (copper(II) carbonate copper(II) hydroxide). Solvent: O (water). Run at time 119 hour. Yields the product Br.N[C@H](C(=O)O)[C@H](CC)C(=O)OC ((2S, 3S)-2-Amino-3-(methoxycarbonyl)pentanoic acid hydrobromide). The yield is 76.0%. Reaction SMILES: [BrH:1].C[O:3][C:4](=[O:14])[C@H:5]([CH:7]([CH2:12][CH3:13])[C:8]([O:10][CH3:11])=[O:9])[NH2:6].S>O.[OH-].[Cu+2].C(=O)([O-])[O-].[Cu+2]>[BrH:1].[NH2:6][C@@H:5]([C@@H:7]([C:8]([O:10][CH3:11])=[O:9])[CH2:12][CH3:13])[C:4]([OH:14])=[O:3] |f:0.1,4.5.6.7,8.9|. Procedure: The crude material of (2S,3S)-dimethyl-3-ethylaspartate hydrobromide (27.2 g) of Example 6 was suspended in water (200.0 mL) and filtered. The filter cake was washed with water (300.0 mL) 2nd the combined aqueous solution were diluted with methanol (500.0 mL). To this solution was added copper(II) carbonate copper(II) hydroxide (76.4 g, 345.5 mmol) and the resulting green suspension was mechanically stirred in a Morton flask (2.0 L) for 119 h. The suspension was saturated with hydrogen sulfide f... Starting materials: ClC1=CC(N(C=C1)C=1C=CC2=C(N(C(=N2)C2CC2)C)C1)=O (4-chloro-1-(2-cyclopropyl-1-methyl-1H-benzimidazol-6-yl)pyridin-2(1H)-one), O1CCC2=C1C=CC(=C2)CO ((2,3-dihydrobenzofuran-5-yl)methanol), C([O-])([O-])=O.[Cs+].[Cs+] (cesium carbonate), CN(C)C=O (DMF). Run in O (water). Run at temperature 100 celsius. Product: C1(CC1)C1=NC2=C(N1C)C=C(C=C2)N2C(C=C(C=C2)OCC=2C=CC1=C(CCO1)C2)=O (1-(2-Cyclopropyl-1-methyl-1H-benzimidazol-6-yl)-4-(2,3-dihydro-1-benzofuran-5-ylmethoxy)pyridin-2 (1H)-one). The yield is 29.0%. As a reaction SMILES: Cl[C:2]1[CH:7]=[CH:6][N:5]([C:8]2[CH:9]=[CH:10][C:11]3[N:15]=[C:14]([CH:16]4[CH2:18][CH2:17]4)[N:13]([CH3:19])[C:12]=3[CH:20]=2)[C:4](=[O:21])[CH:3]=1.[O:22]1[C:26]2[CH:27]=[CH:28][C:29]([CH2:31][OH:32])=[CH:30][C:25]=2[CH2:24][CH2:23]1.C(=O)([O-])[O-].[Cs+].[Cs+].CN(C=O)C>O>[CH:16]1([C:14]2[N:13]([CH3:19])[C:12]3[CH:20]=[C:8]([N:5]4[CH:6]=[CH:7][C:2]([O:32][CH2:31][C:29]5[CH:28]=[CH:27][C:26]6[O:22][CH2:23][CH2:24][C:25]=6[CH:30]=5)=[CH:3][C:4]4=[O:21])[CH:9]=[CH:10][C:11]=3[N:15]=2)[CH2:18][CH2:17]1 |f:2.3.4|. Procedure details: A mixture of 4-chloro-1-(2-cyclopropyl-1-methyl-1H-benzimidazol-6-yl)pyridin-2(1H)-one (100 mg), (2,3-dihydrobenzofuran-5-yl)methanol (100 mg), cesium carbonate (326 mg) and DMF (3 ml) was heated at 100° C. overnight. The mixture was poured into water, and extracted with EtOAc. The organic layer was washed with brine, dried over MgSO4, concentrated in vacuo, and purified by NH silica gel column chromatography (hexane/EtOAc) to give the title compound (40 mg) as a white solid. Reactants: CSCCl (chloromethyl methyl sulfide), ClC=1C=CC(=C(C1)CN1C(OC(=N1)C1=CC=C(C=C1)C(F)(F)F)=O)O (3-[(5-chloro-2-hydroxyphenyl)methyl]-5-[4-(trifluoromethyl)phenyl]-1,3,4-oxadiazol-2(3H)-one), [H-].[Na+] (sodium hydride). The solvent is CN(C)P(=O)(N(C)C)N(C)C (HMPA), CN(C)P(=O)(N(C)C)N(C)C (HMPA). Run at time 30 minute. Product: ClC=1C=CC(=C(C1)CN1C(OC(=N1)C1=CC=C(C=C1)C(F)(F)F)=O)OCSC (3-[[5-Chloro-2-(methylthiomethoxy)phenyl]methyl]-5-[4-(trifluoromethyl)phenyl]-1,3,4-oxadiazol-2(3H)-one). Yield: 63.0%. RXN SMILES: [Cl:1][C:2]1[CH:3]=[CH:4][C:5]([OH:25])=[C:6]([CH2:8][N:9]2[N:13]=[C:12]([C:14]3[CH:19]=[CH:18][C:17]([C:20]([F:23])([F:22])[F:21])=[CH:16][CH:15]=3)[O:11][C:10]2=[O:24])[CH:7]=1.[H-].[Na+].[CH3:28][S:29][CH2:30]Cl>CN(P(N(C)C)(N(C)C)=O)C>[Cl:1][C:2]1[CH:3]=[CH:4][C:5]([O:25][CH2:28][S:29][CH3:30])=[C:6]([CH2:8][N:9]2[N:13]=[C:12]([C:14]3[CH:15]=[CH:16][C:17]([C:20]([F:23])([F:21])[F:22])=[CH:18][CH:19]=3)[O:11][C:10]2=[O:24])[CH:7]=1 |f:1.2|. Reported procedure: A solution of 3-[(5-chloro-2-hydroxyphenyl)methyl]-5-[4-(trifluoromethyl)phenyl]-1,3,4-oxadiazol-2(3H)-one (6.0 g, 16.2 mmol) in dry HMPA (50 mL) was added dropwise under nitrogen to a stirred suspension of sodium hydride (0.77 g of 60% dispersion in mineral oil, 19.4 mmol) in HMPA (15 mL). The resultant yellow solution was stirred for 30 min and then neat chloromethyl methyl sulfide (1.49 mL, 17.8 mmol) was added dropwise. The reaction mixture was stirred at room temperature overnight and the p...